From a dataset of the Open Reaction Database (ORD), a public repository of structured organic reaction records. describe an organic reaction: reactants, conditions, products, and yield Reactants: [Mg] (magnesium), BrCCCCBr (1,4-dibromobutane), [Cl-].[NH4+] (ammonium chloride), C12C(CC(CC1)O2)C(=O)OC (methyl 7-oxa-2-norbornanecarboxylate). The solvent is O1CCCC1 (tetrahydrofuran). Run at temperature 60 celsius, time 1 hour. The product is C12C(CC(CC1)O2)C2(CCCC2)O (1-(7-oxanorbornan-2-yl)cyclopentanol). Isolated yield 96.0%. Reaction SMILES: [Mg].Br[CH2:3][CH2:4][CH2:5][CH2:6]Br.[CH:8]12[O:14][CH:11]([CH2:12][CH2:13]1)[CH2:10][CH:9]2[C:15]([O:17]C)=O.[Cl-].[NH4+]>O1CCCC1>[CH:8]12[O:14][CH:11]([CH2:12][CH2:13]1)[CH2:10][CH:9]2[C:15]1([OH:17])[CH2:6][CH2:5][CH2:4][CH2:3]1 |f:3.4|. Reported procedure: A flask was charged with 14.6 g of magnesium and 270 ml of tetrahydrofuran, to which 64.8 g of 1,4-dibromobutane was added dropwise at 50° C. After the completion of dropwise addition, the solution was stirred at 60° C. for one hour. To the solution below 40° C., 39.0 g of methyl 7-oxa-2-norbornanecarboxylate was added dropwise. The solution was stirred at room temperature for one hour, after which an aqueous solution of ammonium chloride was added for hydrolysis. Ordinary post-treatment yielded... Reactants: Br/C=C/c1ccc(OC)cc1, Cl[C@H](CC)c1ccccc1. Reagents/catalysts: [Na+].[I-], Cl[Ni]Cl.COCCOC, C1(C2(C3=N[C@H](c4ccccc4C5)[C@H]5O3)CC2)=N[C@H]6[C@H](Cc7ccccc76)O1. Run in CC(N(C)C)=O. Reaction conditions: temperature 0 celsius, time 3.25 hour. Yields the product CC[C@@H](/C=C/c1ccc(OC)cc1)c1ccccc1. Isolated yield 79.0%. The reactants are C(#N)C(C(=O)N)=CC1=C(C=CC(=C1)Cl)[N+](=O)[O-] (α-cyano-β-(2-nitro-5-chlorophenyl)acrylamide), carboxamide. The reagents and catalysts are [Fe] (iron). Product: ClC=1C=C2C=C(C(=NC2=CC1)N)C(=O)N (6-Chloro-2-Aminoquinoline-3-Carboxamide). As a reaction SMILES: [C:1]([C:3](=[CH:7][C:8]1[CH:13]=[C:12]([Cl:14])[CH:11]=[CH:10][C:9]=1[N+:15]([O-])=O)[C:4]([NH2:6])=[O:5])#[N:2]>[Fe]>[Cl:14][C:12]1[CH:13]=[C:8]2[C:9](=[CH:10][CH:11]=1)[N:15]=[C:1]([NH2:2])[C:3]([C:4]([NH2:6])=[O:5])=[CH:7]2. Reported procedure: Following the procedure of Example IV-B, α-cyano-β-(2-nitro-5-chlorophenyl)acrylamide (51.0 g., 0.2 mole) is treated with iron powder (56 g., 1.0 mole) to provide 19 g. (43%) of the title carboxamide derivative. M.P. 250°-251° C. when recrystallized from ethanol. The reactants are COC(=O)Cc1ccc(Br)cc1, OB(O)c1ccccc1F, [Na+], [Na+], O=C([O-])[O-], C1CCOC1, O. Yields the product COC(=O)Cc1ccc(-c2ccccc2F)cc1. As a reaction SMILES: [Br:1][c:2]1[cH:3][cH:4][c:5]([CH2:8][C:9](=[O:10])[O:11][CH3:12])[cH:6][cH:7]1.[F:19][c:20]1[c:21]([B:26]([OH:27])[OH:28])[cH:22][cH:23][cH:24][cH:25]1.[Na+:13].[Na+:14].[O-:15][C:16](=[O:17])[O-:18].[O:29]1[CH2:30][CH2:31][CH2:32][CH2:33]1.[OH2:34]>>[c:2]1(-[c:21]2[c:20]([F:19])[cH:25][cH:24][cH:23][cH:22]2)[cH:3][cH:4][c:5]([CH2:8][C:9](=[O:10])[O:11][CH3:12])[cH:6][cH:7]1.